Dataset: the Open Reaction Database (ORD), a public repository of structured organic reaction records. Task: describe an organic reaction: reactants, conditions, products, and yield Reactants: O1C(COC2=C1C=CC=C2)C=O (1,4-benzodioxanecarboxaldehyde), COS(=O)(=O)[O-].C[S+](C)C (trimethylsulfonium methyl sulfate), [OH-].[Na+] (sodium hydroxide). The solvent is ClCCl (dichloromethane). Conditions: time 70 hour. The product is O1C(C1)C1=CC2=C(OCCO2)C=C1 (6-oxiranyl-2,3-dihydro-benzo[1,4]dioxine). Yield: 100.7%. RXN SMILES: [O:1]1[C:6]2[CH:7]=[CH:8][CH:9]=[CH:10][C:5]=2[O:4][CH2:3][CH:2]1C=O.[CH3:13][O:14]S([O-])(=O)=O.[CH3:19][S+](C)C.[OH-].[Na+]>ClCCl>[O:14]1[CH2:13][CH:19]1[C:8]1[CH:9]=[CH:10][C:5]2[O:4][CH2:3][CH2:2][O:1][C:6]=2[CH:7]=1 |f:1.2,3.4|. Procedure details: A mixture of 1,4-benzodioxanecarboxaldehyde [RN 29668-44-8](1.5 g, 9.14 mmol), trimethylsulfonium methyl sulfate (2.24 g, 11.9 mmol), dichloromethane (35 ml) and 50% aqueous sodium hydroxide (5 ml) were vigorously stirred for 70 hours. The mixture was partitioned between water and diethyl ether and the layers separated. The aqueous phase was extracted with diethyl ether. The combined organic phases were washed with water, brine, then dried over magnesium sulfate and evaporated to give crude 6-ox... Reactants: ClC=1C=CC2=C(C=CC=3C(=NC=CC3)C2(O)C2CCN(CC2)C)C1 (8-chloro-11-(1-methyl-4-piperidinyl)-11H-benzo[5,6]cyclohepta[1,2-b]pyridin-11-ol), ice. Run in S(O)(O)(=O)=O (sulfuric acid), FC(S(=O)(=O)O)(F)F (trifluoromethane sulfonic acid). Conditions: temperature 70 celsius. Yields the product ClC=1C=CC2=C(C=CC=3C(=NC=CC3)C2=C2CCN(CC2)C)C1 (8-CHLORO-11-(1-METHYL-4-PIPERIDYLIDENE)-11H-BENZO[5,6]CYCLOHEPTA[1,2-b]PYRIDINE). Yield: 94.3%. As a reaction SMILES: [Cl:1][C:2]1[CH:3]=[CH:4][C:5]2[C:15]([CH:17]3[CH2:22][CH2:21][N:20]([CH3:23])[CH2:19][CH2:18]3)(O)[C:10]3=[N:11][CH:12]=[CH:13][CH:14]=[C:9]3[CH:8]=[CH:7][C:6]=2[CH:24]=1>S(=O)(=O)(O)O.FC(F)(F)S(O)(=O)=O>[Cl:1][C:2]1[CH:3]=[CH:4][C:5]2[C:15](=[C:17]3[CH2:18][CH2:19][N:20]([CH3:23])[CH2:21][CH2:22]3)[C:10]3=[N:11][CH:12]=[CH:13][CH:14]=[C:9]3[CH:8]=[CH:7][C:6]=2[CH:24]=1. Reported procedure: A mixture of 847 mg (2.48 mmole) of 8-chloro-11-(1-methyl-4-piperidinyl)-11H-benzo[5,6]cyclohepta[1,2-b]pyridin-11-ol in 5 mL of concentrated sulfuric acid and 5 mL of trifluoromethane sulfonic acid was heated at 70° C. for 4 hr 10 min. The mixture was cooled to room temperature, poured into ice cold 30% aqueous KOH, and extracted three times with CH2Cl2The organic portions were combined, washed once with water, dried over MgSO4, filtered, and concentrated in vacuo to yield 755 mg (94%) of the t... Reactants: C1=C(C=CC2=CC=C(C=C12)C=1C=C(C=C(C(=O)OCC)C1)C(=O)OCC)C=1C=C(C=C(C(=O)OCC)C1)C(=O)OCC (tetraethyl 5,5′-(naphthalene-2,7-diyl)diisophthalate). Solvent: mixed solvent, C1CCOC1 (THF), CO (MeOH), [OH-].[Na+] (NaOH). Conditions: time 8 hour. The product is C1=C(C=CC2=CC=C(C=C12)C=1C=C(C=C(C(=O)O)C1)C(=O)O)C=1C=C(C=C(C(=O)O)C1)C(=O)O (5,5′-(Naphthalene-2,7-diyl)diisophthalic acid). Reaction SMILES: [CH:1]1[C:10]2[C:5](=[CH:6][CH:7]=[C:8]([C:11]3[CH:12]=[C:13]([C:22]([O:24]CC)=[O:23])[CH:14]=[C:15]([CH:21]=3)[C:16]([O:18]CC)=[O:17])[CH:9]=2)[CH:4]=[CH:3][C:2]=1[C:27]1[CH:28]=[C:29]([C:38]([O:40]CC)=[O:39])[CH:30]=[C:31]([CH:37]=1)[C:32]([O:34]CC)=[O:33]>C1COCC1.CO.[OH-].[Na+]>[CH:1]1[C:10]2[C:5](=[CH:6][CH:7]=[C:8]([C:11]3[CH:12]=[C:13]([C:22]([OH:24])=[O:23])[CH:14]=[C:15]([CH:21]=3)[C:16]([OH:18])=[O:17])[CH:9]=2)[CH:4]=[CH:3][C:2]=1[C:27]1[CH:37]=[C:31]([C:32]([OH:34])=[O:33])[CH:30]=[C:29]([CH:28]=1)[C:38]([OH:40])=[O:39] |f:3.4|. Reported procedure: 2.0 g of tetraethyl 5,5′-(naphthalene-2,7-diyl)diisophthalate was dissolved in 60 mL of mixed solvent of THF and MeOH (v/v=1:1), 20 mL of 2N NaOH aqueous solution was added. The mixture was stirred at room temperature overnight. After the organic phase was removed, the aqueous phase was acidified with dilute hydrochloric acid to a white precipitate, which was filtered and washed with water several times. Yield: 1.46 g, 91%. 1H NMR (300 MHz, DMSO-d6): δ 7.95 (d, 2H), 8.11 (d, 2H), 8.53 (m, 8H). The reactants are ClC1=CC=C(C=C1)S(=O)(=O)N=C=O (4-chlorobenzenesulfonyl isocyanate), resultant solution, ClC1=CC=C(C=C1)NCC(=O)OC (methyl 4-chlorophenylaminoacetate). Solvent: C1=CC=CC=C1 (benzene). Run at time 1 hour. Yields the product ClC1=CC=C(C=C1)S(=O)(=O)NC(=O)N(CC(=O)OC)C1=CC=C(C=C1)Cl (N-(4-chlorobenzenesulfonyl)-N'-(4-chlorophenyl)-N'-methoxycarbonylmethylurea). Yield: 97.5%. RXN SMILES: [Cl:1][C:2]1[CH:7]=[CH:6][C:5]([NH:8][CH2:9][C:10]([O:12][CH3:13])=[O:11])=[CH:4][CH:3]=1.[Cl:14][C:15]1[CH:20]=[CH:19][C:18]([S:21]([N:24]=[C:25]=[O:26])(=[O:23])=[O:22])=[CH:17][CH:16]=1>C1C=CC=CC=1>[Cl:14][C:15]1[CH:16]=[CH:17][C:18]([S:21]([NH:24][C:25]([N:8]([C:5]2[CH:4]=[CH:3][C:2]([Cl:1])=[CH:7][CH:6]=2)[CH2:9][C:10]([O:12][CH3:13])=[O:11])=[O:26])(=[O:22])=[O:23])=[CH:19][CH:20]=1. Procedure details: Three grams (15 mmol) of methyl 4-chlorophenylaminoacetate were dissolved in 40 ml of benzene, and 2.2 ml (15 mmol) of 4-chlorobenzenesulfonyl isocyanate were added to the resultant solution, followed by stirring for 1 hour. Crystals formed were collected by filtration to obtain N-(4-chlorobenzenesulfonyl)-N'-(4-chlorophenyl)-N'-methoxycarbonylmethylurea (6.1 g) as white crystals. Reactants: OCCCBr, C1CCOC1, Oc1cccc2ccccc12, c1ccc(P(c2ccccc2)c2ccccc2)cc1. Product: BrCCCOc1cccc2ccccc12. RXN SMILES: [Br:12][CH2:13][CH2:14][CH2:15][OH:16].[CH2:36]1[O:37][CH2:38][CH2:39][CH2:40]1.[OH:1][c:2]1[cH:3][cH:4][cH:5][c:6]2[cH:7][cH:8][cH:9][cH:10][c:11]12.[c:17]1([P:18]([c:19]2[cH:20][cH:21][cH:22][cH:23][cH:24]2)[c:25]2[cH:26][cH:27][cH:28][cH:29][cH:30]2)[cH:31][cH:32][cH:33][cH:34][cH:35]1>>[O:1]([c:2]1[cH:3][cH:4][cH:5][c:6]2[cH:7][cH:8][cH:9][cH:10][c:11]12)[CH2:15][CH2:14][CH2:13][Br:12].